From a dataset of the Open Reaction Database (ORD), a public repository of structured organic reaction records. describe an organic reaction: reactants, conditions, products, and yield Starting materials: OCC=1C(C2=C(OC1)C=1CCCCC1C=C2)=O (3-(hydroxymethyl)-7,8,9,10-tetrahydro-4H-naphtho-[1,2-b]pyran-4-one), O.O.[Cr](=O)(=O)([O-])O[Cr](=O)(=O)[O-].[Na+].[Na+] (sodium dichromate dihydrate), O (water). Run in C(C)(=O)O (acetic acid), C(C)(=O)O (acetic acid). Conditions: temperature 60 celsius. Yields the product C(=O)C=1C(C2=C(OC1)C=1CCCCC1C=C2)=O (3-Formyl-7,8,9,10-tetrahydro-4H-naphtho[1,2-b]pyran-4-one). RXN SMILES: [OH:1][CH2:2][C:3]1[C:4](=[O:17])[C:5]2[CH:16]=[CH:15][C:14]3[CH2:13][CH2:12][CH2:11][CH2:10][C:9]=3[C:6]=2[O:7][CH:8]=1.O.O.[Cr](O[Cr]([O-])(=O)=O)([O-])(=O)=O.[Na+].[Na+].O>C(O)(=O)C>[CH:2]([C:3]1[C:4](=[O:17])[C:5]2[CH:16]=[CH:15][C:14]3[CH2:13][CH2:12][CH2:11][CH2:10][C:9]=3[C:6]=2[O:7][CH:8]=1)=[O:1] |f:1.2.3.4.5|. Procedure details: This compound is prepared by adding a mixture of 23.0 g (0.1 mole) of 3-(hydroxymethyl)-7,8,9,10-tetrahydro-4H-naphtho-[1,2-b]pyran-4-one and 150 ml of glacial acetic acid to a solution of 29.8 g (0.1 mole) of sodium dichromate dihydrate in 150 ml of glacial acetic acid, keeping the temperature at about 50°C with cooling. After the initial exotherm, the reaction is heated at 60°C for one-half hour, water (1-liter) is added, and the mixture is heated at 75°C for about one-half hour to generate a ... Reactants: C(C)S(=O)(=O)OC1=C(C=CC(=C1)C(C)(CC(=O)N1C[C@H](CCC1)COC1=CC=CC=2NS(N=C(C21)N)(=O)=O)C)OC ((S)-5-(4-(3-(((4-amino-2,2-dioxido-1H-benzo[c][1,2,6]thiadiazin-5-yl)oxy)methyl)piperidin-1-yl)-2-methyl-4-oxobutan-2-yl)-2-methoxyphenyl ethanesulfonate), [OH-].[Na+] (NaOH), Cl (HCl). The solvent is CCO (EtOH). Reaction conditions: temperature 85 celsius, time 3 hour. Product: NC=1C2=C(NS(N1)(=O)=O)C=CC=C2OC[C@@H]2CN(CCC2)C(CC(C)(C)C2=CC(=C(C=C2)OC)O)=O ((S)-1-(3-(((4-amino-2,2-dioxido-1H-benzo[c][1,2,6]thiadiazin-5-yl)oxy)methyl)piperidin-1-yl)-3-(3-hydroxy-4-methoxyphenyl)-3-methylbutan-1-one). The yield is 44.4%. RXN SMILES: C(S([O:6][C:7]1[CH:12]=[C:11]([C:13]([CH3:39])([CH2:15][C:16]([N:18]2[CH2:23][CH2:22][CH2:21][C@H:20]([CH2:24][O:25][C:26]3[C:35]4[C:34]([NH2:36])=[N:33][S:32](=[O:38])(=[O:37])[NH:31][C:30]=4[CH:29]=[CH:28][CH:27]=3)[CH2:19]2)=[O:17])[CH3:14])[CH:10]=[CH:9][C:8]=1[O:40][CH3:41])(=O)=O)C.[OH-].[Na+].Cl>CCO>[NH2:36][C:34]1[C:35]2[C:26]([O:25][CH2:24][C@H:20]3[CH2:21][CH2:22][CH2:23][N:18]([C:16](=[O:17])[CH2:15][C:13]([C:11]4[CH:10]=[CH:9][C:8]([O:40][CH3:41])=[C:7]([OH:6])[CH:12]=4)([CH3:39])[CH3:14])[CH2:19]3)=[CH:27][CH:28]=[CH:29][C:30]=2[NH:31][S:32](=[O:38])(=[O:37])[N:33]=1 |f:1.2|. Procedure details: To a solution of (S)-5-(4-(3-(((4-amino-2,2-dioxido-1H-benzo[c][1,2,6]thiadiazin-5-yl)oxy)methyl)piperidin-1-yl)-2-methyl-4-oxobutan-2-yl)-2-methoxyphenyl methanesulfonate (200 mg, 0.34 mmol) (Example 50) in EtOH (20 mL) was added 2N aqueous NaOH (0.34 mL). The reaction mixture was stirred at 85° C. for 3 hours, cooled to 0° C. and neutralized 2N HCl. The solution was concentrated under reduced pressure and purified by preparative HPLC (10-90% acetonitrile in water) to give the title compound (7... RXN SMILES: [O:1]1[CH:5]=[CH:4][C:3]([CH:6]=[O:7])=[CH:2]1.[C:8]([Mg]Br)#[CH:9].[Cl-].[NH4+]>C1COCC1>[O:1]1[CH:5]=[CH:4][C:3]([CH:6]([OH:7])[C:8]#[CH:9])=[CH:2]1 |f:2.3|. The product is O1C=C(C=C1)C(C#C)O (1-(3-furyl)-1-hydroxy-2-propyne). Procedure details: To 3-furaldehyde (25.0g, 0.26 mol) in THF (250 mL) at 78° C. was added ethynylmagnesium bromide (572 mL, 0.286, 0.5M THF) at the rate of 10 mL per min. The mixture was slowly warmed to room temperature, stirred for 1 h and then poured into a cooled ammonium chloride solution. The mixture was extracted with ethyl acetate, and the organic layer was dried over Na2SO4 and concentrated in vacuo. The residue was distilled at 50°-55° C. and 0.24 mm Hg to afford 1-(3-furyl)-1-hydroxy-2-propyne. Conditions: time 1 hour. Reactants: O1C=C(C=C1)C=O (3-furaldehyde), C(#C)[Mg]Br (ethynylmagnesium bromide), [Cl-].[NH4+] (ammonium chloride). The solvent is C1CCOC1 (THF). Reaction SMILES: [CH3:1][C:2]1=[CH:3][C:4](=[O:14])[CH2:5][CH:6]([CH3:13])[CH:7]1[CH2:8][CH:9]=[C:10]([CH3:11])[CH3:12].[H:15][H:16].[K+:18].[OH-:17]>>[CH3:1][CH:2]1[CH2:3][C:4](=[O:14])[CH2:5][CH:6]([CH3:13])[CH:7]1[CH2:8][CH:9]=[C:10]([CH3:11])[CH3:12]. Reactants: CC(C)=CCC1C(C)=CC(=O)CC1C, [H][H], [K+], [OH-]. The product is CC(C)=CCC1C(C)CC(=O)CC1C. The reactants are O=C(OC(Cl)(Cl)Cl)OC(Cl)(Cl)Cl, Nc1ccc2nc(NC3CCc4ccccc43)ccc2c1, Cl, NC1CCN(C(=O)CF)CC1. Product: O=C(Nc1ccc2nc(NC3CCc4ccccc43)ccc2c1)NC1CCN(C(=O)CF)CC1. As a reaction SMILES: [C:1]([O:2][C:3]([Cl:4])([Cl:5])[Cl:6])([O:7][C:8]([Cl:9])([Cl:10])[Cl:11])=[O:12].[CH:25]1([NH:34][c:35]2[n:36][c:37]3[cH:38][cH:39][c:40]([NH2:45])[cH:41][c:42]3[cH:43][cH:44]2)[CH2:26][CH2:27][c:28]2[cH:29][cH:30][cH:31][cH:32][c:33]21.[ClH:13].[NH2:14][CH:15]1[CH2:16][CH2:17][N:18]([C:21]([CH2:22][F:23])=[O:24])[CH2:19][CH2:20]1>>[C:1](=[O:12])([NH:14][CH:15]1[CH2:16][CH2:17][N:18]([C:21]([CH2:22][F:23])=[O:24])[CH2:19][CH2:20]1)[NH:45][c:40]1[cH:39][cH:38][c:37]2[n:36][c:35]([NH:34][CH:25]3[CH2:26][CH2:27][c:28]4[cH:29][cH:30][cH:31][cH:32][c:33]43)[cH:44][cH:43][c:42]2[cH:41]1.